From a dataset of the Open Reaction Database (ORD), a public repository of structured organic reaction records. describe an organic reaction: reactants, conditions, products, and yield The reactants are CCN(CC)S(F)(F)F, ClCCl, COc1cc(C(C)C)c(Oc2cnc(N)nc2N)cc1C(C)O, [Na+], O=C([O-])O. Product: C=Cc1cc(Oc2cnc(N)nc2N)c(C(C)C)cc1OC. RXN SMILES: [CH2:24]([N:25]([S:26]([F:27])([F:28])[F:29])[CH2:30][CH3:31])[CH3:32].[Cl:38][CH2:39][Cl:40].[NH2:1][c:2]1[n:3][cH:4][c:5]([O:9][c:10]2[c:11]([CH:21]([CH3:22])[CH3:23])[cH:12][c:13]([O:19][CH3:20])[c:14]([CH:16]([CH3:17])[OH:18])[cH:15]2)[c:6]([NH2:8])[n:7]1.[Na+:37].[O-:33][C:34]([OH:35])=[O:36]>>[NH2:1][c:2]1[n:3][cH:4][c:5]([O:9][c:10]2[c:11]([CH:21]([CH3:22])[CH3:23])[cH:12][c:13]([O:19][CH3:20])[c:14]([CH:16]=[CH2:17])[cH:15]2)[c:6]([NH2:8])[n:7]1. The reagents and catalysts are C1=CC=C(C=C1)P(C2=CC=CC=C2)C3=CC=CC=C3.C1=CC=C(C=C1)P(C2=CC=CC=C2)C3=CC=CC=C3.C1=CC=C(C=C1)P(C2=CC=CC=C2)C3=CC=CC=C3.C1=CC=C(C=C1)P(C2=CC=CC=C2)C3=CC=CC=C3.[Pd] (tetrakis(triphenylphosphine) palladium(O)). Starting materials: B(OC1=CC(=CC=C1)C)([O-])[O-] (3-Methylphenyl borate), ClC1=NC2=CC=C(C=C2C=C1)OC (2-chloro-6-methoxyquinoline), C([O-])([O-])=O.[K+].[K+] (potassium carbonate). The solvent is C1CCOC1 (THF), O (H2O). Reaction conditions: temperature 100 celsius, time 24 hour. Yields the product CC=1C=C(C=CC1)C1=NC2=CC=C(C=C2C=C1)OC (2-(3-methylphenyl)-6-methoxyquinoline). Procedure: 3-Methylphenyl borate (1.3 mmol), 2-chloro-6-methoxyquinoline (1 mmol), tetrakis(triphenylphosphine) palladium(O) (0.05 mmol) and potassium carbonate (3 mmol) were dissolved in THF (30 mL) and H2O (10 mL). The resulting solution was stirred in a bath at 100° C. for 24 hours. After completion of the reaction, the solvents were removed. The reaction mixture was extracted with dichloromethane and water and distilled under reduced pressure. The resulting residue was purified by silica gel column chr... Reaction SMILES: B([O-])([O-])O[C:3]1[CH:8]=[CH:7][CH:6]=[C:5]([CH3:9])[CH:4]=1.Cl[C:13]1[CH:22]=[CH:21][C:20]2[C:15](=[CH:16][CH:17]=[C:18]([O:23][CH3:24])[CH:19]=2)[N:14]=1.C(=O)([O-])[O-].[K+].[K+]>C1COCC1.O.C1C=CC(P(C2C=CC=CC=2)C2C=CC=CC=2)=CC=1.C1C=CC(P(C2C=CC=CC=2)C2C=CC=CC=2)=CC=1.C1C=CC(P(C2C=CC=CC=2)C2C=CC=CC=2)=CC=1.C1C=CC(P(C2C=CC=CC=2)C2C=CC=CC=2)=CC=1.[Pd]>[CH3:9][C:5]1[CH:4]=[C:3]([C:13]2[CH:22]=[CH:21][C:20]3[C:15](=[CH:16][CH:17]=[C:18]([O:23][CH3:24])[CH:19]=3)[N:14]=2)[CH:8]=[CH:7][CH:6]=1 |f:2.3.4,7.8.9.10.11|. Starting materials: CC1([C@]2(C(C[C@@H]1CC2)=O)CS(=O)(=O)O)C.BrC=2C=C1C[C@H](CC1=CC2)N ((S)-5-bromo-2,3-dihydro-1H-inden-2-amine((1R,4S)-7,7-dimethyl-2-oxobicyclo[2.2.1]heptan-1-yl)methanesulfonate), O (Water), C(OCC1=CC=CC=C1)(=O)Cl (benzyl carbonochloridate). Run in CCOC(=O)C (EtOAc). Reaction conditions: time 18 hour. Product: BrC=1C=C2C[C@H](CC2=CC1)NC(OCC1=CC=CC=C1)=O ((S)-benzyl 5-bromo-2,3-dihydro-1H-inden-2-ylcarbamate). The yield is 99.4%. As a reaction SMILES: CC1(C)[C@H]2CC[C@]1(CS(O)(=O)=O)C(=O)C2.[Br:16][C:17]1[CH:18]=[C:19]2[C:23](=[CH:24][CH:25]=1)[CH2:22][C@H:21]([NH2:26])[CH2:20]2.O.[C:28](Cl)(=[O:37])[O:29][CH2:30][C:31]1[CH:36]=[CH:35][CH:34]=[CH:33][CH:32]=1>CCOC(C)=O>[Br:16][C:17]1[CH:18]=[C:19]2[C:23](=[CH:24][CH:25]=1)[CH2:22][C@H:21]([NH:26][C:28](=[O:37])[O:29][CH2:30][C:31]1[CH:36]=[CH:35][CH:34]=[CH:33][CH:32]=1)[CH2:20]2 |f:0.1|. Reported procedure: To (S)-5-bromo-2,3-dihydro-1H-inden-2-amine((1R,4S)-7,7-dimethyl-2-oxobicyclo[2.2.1]heptan-1-yl)methanesulfonate (13.95 mmol, 6.2 g) in EtOAc (93 mL)/Water (93 mL) was added benzyl carbonochloridate (15.35 mmol, 2.62 g) dropwise at 0° C. under an argon atmosphere. The reaction was left to stir for 18 hrs. The aqueous layer was removed before washing the organic with brine. The organics were dried over MgSO4 before filtering and removing the solvent in vacuo to give the title compound as a white ... The reactants are BrC1=CC(=C(S1)C)C1OCCO1 (2-(5-bromo-2-methylthiophen-3-yl)-1,3-dioxolane), FC(C1=CC=C(C=C1)B(O)O)(F)F (4-(trifluoromethyl)phenylboronic acid), C([O-])([O-])=O.[Na+].[Na+] (sodium carbonate), P(=O)([O-])([O-])[O-] (Phosphate), Cl (hydrochloric acid). Reagents/catalysts: C1=CC=C(C=C1)P([C-]2C=CC=C2)C3=CC=CC=C3.C1=CC=C(C=C1)P([C-]2C=CC=C2)C3=CC=CC=C3.Cl[Pd]Cl.[Fe+2] ([1,1′-bis(diphenylphosphino)ferrocene]dichloropalladium(II)). Run in ClCCl (dichloromethane), CN(C=O)C (N,N-dimethylformamide), O (water), O1CCCC1 (tetrahydrofuran). Conditions: temperature 80 celsius, time 4 hour. Yields the product CC=1SC(=CC1C=O)C1=CC=C(C=C1)C(F)(F)F (2-methyl-5-[4-(trifluoromethyl)phenyl]thiophene-3-carbaldehyde). Isolated yield 66.1%. As a reaction SMILES: Br[C:2]1[S:6][C:5]([CH3:7])=[C:4]([CH:8]2[O:12]CCO2)[CH:3]=1.[F:13][C:14]([F:25])([F:24])[C:15]1[CH:20]=[CH:19][C:18](B(O)O)=[CH:17][CH:16]=1.C(=O)([O-])[O-].[Na+].[Na+].P([O-])([O-])([O-])=O.Cl>O1CCCC1.C1C=CC(P(C2C=CC=CC=2)[C-]2C=CC=C2)=CC=1.C1C=CC(P(C2C=CC=CC=2)[C-]2C=CC=C2)=CC=1.Cl[Pd]Cl.[Fe+2].ClCCl.CN(C)C=O.O>[CH3:7][C:5]1[S:6][C:2]([C:18]2[CH:19]=[CH:20][C:15]([C:14]([F:25])([F:24])[F:13])=[CH:16][CH:17]=2)=[CH:3][C:4]=1[CH:8]=[O:12] |f:2.3.4,8.9.10.11|. Reported procedure: To a mixture of 2-(5-bromo-2-methylthiophen-3-yl)-1,3-dioxolane (3.25 g) synthesized in Example 278 (3), 4-(trifluoromethyl)phenylboronic acid (3.70 g), sodium carbonate (2.76 g), water (10 mL) and N,N-dimethylformamide (50 mL) was added [1,1′-bis(diphenylphosphino)ferrocene]dichloropalladium(II).dichloromethane adduct (1.06 g). The reaction mixture was deaerated and stirred at 80° C. for 4 hr under an argon atmosphere. Phosphate buffer was added to quench the reaction, and the mixture was extra... The reactants are [BH3-]C#N, Cc1ncc(CN2CC(C)C(c3nc4c(cnn4C4CCOCC4)c(=O)[nH]3)C2)cn1, COc1ccccc1C=O, [Na+]. The product is COc1ccccc1CN1CC(C)C(c2nc3c(cnn3C3CCOCC3)c(=O)[nH]2)C1. RXN SMILES: [C:31]([BH3-:32])#[N:33].[CH3:1][CH:2]1[CH:3]([c:15]2[nH:16][c:17](=[O:30])[c:18]3[c:19]([n:20]2)[n:21]([CH:24]2[CH2:25][CH2:26][O:27][CH2:28][CH2:29]2)[n:22][cH:23]3)[CH2:4][N:5]([CH2:7][c:8]2[cH:9][n:10][c:11]([CH3:12])[n:13][cH:14]2)[CH2:6]1.[CH3:35][O:36][c:37]1[c:38]([CH:39]=[O:40])[cH:41][cH:42][cH:43][cH:44]1.[Na+:34]>>[CH3:1][CH:2]1[CH:3]([c:15]2[nH:16][c:17](=[O:30])[c:18]3[c:19]([n:20]2)[n:21]([CH:24]2[CH2:25][CH2:26][O:27][CH2:28][CH2:29]2)[n:22][cH:23]3)[CH2:4][N:5]([CH2:39][c:38]2[c:37]([O:36][CH3:35])[cH:44][cH:43][cH:42][cH:41]2)[CH2:6]1. Reactants: C(C=1C(O)=CC=CC1)(=O)O (salicylic acid), halide, [Cl-] (chloride). The reagents and catalysts are N1=CC=CC=C1 (pyridine). The product is C(C=1C(O)=CC=CC1)(=O)Cl (salicylic acid chloride). RXN SMILES: [C:1]([OH:10])(=O)[C:2]1[C:3](=[CH:5][CH:6]=[CH:7][CH:8]=1)[OH:4].[Cl-:11]>N1C=CC=CC=1>[C:1]([Cl:11])(=[O:10])[C:2]1[C:3](=[CH:5][CH:6]=[CH:7][CH:8]=1)[OH:4]. Procedure: In the first step, salicylic acid is mixed with thionyl (or oxalyl) halide, most preferably chloride, (molar ratio in the general range of from 1:1 to 2:1) in an anhydrous, typically non-polar, solvent, in the presence of pyridine catalyst, at a temperature of from 20 to 45° C. for 0.5-2 hours. At the end of this reaction, salicylic acid chloride id obtained. Optionally, the solvent is distilled at least partially. Starting materials: CCOC(=O)c1nnc(-c2ccc(OC)cc2)o1, Cc1cc(OC2CNC2)ccc1CN(C)C. Product: COc1ccc(-c2nnc(C(=O)N3CC(Oc4ccc(CN(C)C)c(C)c4)C3)o2)cc1. Reaction SMILES: [CH3:17][O:18][c:19]1[cH:20][cH:21][c:22](-[c:25]2[n:26][n:27][c:28]([C:30](=[O:31])[O:32][CH2:33][CH3:34])[o:29]2)[cH:23][cH:24]1.[NH:1]1[CH2:2][CH:3]([O:5][c:6]2[cH:7][c:8]([CH3:16])[c:9]([CH2:12][N:13]([CH3:14])[CH3:15])[cH:10][cH:11]2)[CH2:4]1>>[N:1]1([C:30]([c:28]2[n:27][n:26][c:25](-[c:22]3[cH:21][cH:20][c:19]([O:18][CH3:17])[cH:24][cH:23]3)[o:29]2)=[O:31])[CH2:2][CH:3]([O:5][c:6]2[cH:7][c:8]([CH3:16])[c:9]([CH2:12][N:13]([CH3:14])[CH3:15])[cH:10][cH:11]2)[CH2:4]1.